Dataset: the Open Reaction Database (ORD), a public repository of structured organic reaction records. Task: describe an organic reaction: reactants, conditions, products, and yield The reactants are C(C1=CC=CC=C1)C1=CN=C2C(=C(C(N(C2=C1)CC1CC1)=O)C(=O)OCC)O (ethyl 7-benzyl-1-(cyclopropylmethyl)-4-hydroxy-2-oxo-1,2-dihydro-1,5-naphthyridine-3-carboxylate), C1(CCC1)N (cyclobutylamine). Product: C(C1=CC=CC=C1)C1=CN=C2C(=C(C(N(C2=C1)CC1CC1)=O)C(=O)NC1CCC1)O (7-Benzyl-N-cyclobutyl-1-(cyclopropylmethyl)-4-hydroxy-2-oxo-1,2-dihydro-1,5-naphthyridine-3-carboxamide). RXN SMILES: [CH2:1]([C:8]1[CH:17]=[C:16]2[C:11]([C:12]([OH:28])=[C:13]([C:23](OCC)=[O:24])[C:14](=[O:22])[N:15]2[CH2:18][CH:19]2[CH2:21][CH2:20]2)=[N:10][CH:9]=1)[C:2]1[CH:7]=[CH:6][CH:5]=[CH:4][CH:3]=1.[CH:29]1([NH2:33])[CH2:32][CH2:31][CH2:30]1>>[CH2:1]([C:8]1[CH:17]=[C:16]2[C:11]([C:12]([OH:28])=[C:13]([C:23]([NH:33][CH:29]3[CH2:32][CH2:31][CH2:30]3)=[O:24])[C:14](=[O:22])[N:15]2[CH2:18][CH:19]2[CH2:21][CH2:20]2)=[N:10][CH:9]=1)[C:2]1[CH:3]=[CH:4][CH:5]=[CH:6][CH:7]=1. Procedure: This compound was prepared from ethyl 7-benzyl-1-(cyclopropylmethyl)-4-hydroxy-2-oxo-1,2-dihydro-1,5-naphthyridine-3-carboxylate and cyclobutylamine employing methods similar to those described in Example 5 and was obtained as an off-white solid: 1H NMR (CDCl3) δ 10.34 (1H, br d, J=7 Hz), 8.59 (1H, s), 7.46 (1H, s), 7.35 (2H, t, J=7 Hz), 7.28 (1H, t, J=7 Hz), 7.21 (2H, d, J=7 Hz), 4.53 (1H, m), 4.17 (2H, s), 4.08 (2H, d, J=7 Hz), 2.42 (2H, m), 2.09 (2H, m), 1.80 (2H, m), 1.01 (1H, m), 0.50 (2H, ...